From a dataset of the Open Reaction Database (ORD), a public repository of structured organic reaction records. describe an organic reaction: reactants, conditions, products, and yield Reactants: OC1COCC1 (3-hydroxy-tetrahydrofuran), ClC1=NC(=CC2=CC(=C(C=C12)C#N)OC)NC1=NNC(=C1)C (1-Chloro-6-methoxy-3-(5-methyl-1H-pyrazol-3-ylamino)-isoquinoline-7-carbonitrile). Product: COC=1C=C2C=C(N=C(C2=CC1C#N)OC1COCC1)NC1=NNC(=C1)C (6-Methoxy-3-(5-methyl-1H-pyrazol-3-ylamino)-1-(tetrahydro-furan-3-yloxy)-isoquinoline-7-carbonitrile). As a reaction SMILES: [OH:1][CH:2]1[CH2:6][CH2:5][O:4][CH2:3]1.Cl[C:8]1[C:17]2[C:12](=[CH:13][C:14]([O:20][CH3:21])=[C:15]([C:18]#[N:19])[CH:16]=2)[CH:11]=[C:10]([NH:22][C:23]2[CH:27]=[C:26]([CH3:28])[NH:25][N:24]=2)[N:9]=1>>[CH3:21][O:20][C:14]1[CH:13]=[C:12]2[C:17](=[CH:16][C:15]=1[C:18]#[N:19])[C:8]([O:1][CH:2]1[CH2:6][CH2:5][O:4][CH2:3]1)=[N:9][C:10]([NH:22][C:23]1[CH:27]=[C:26]([CH3:28])[NH:25][N:24]=1)=[CH:11]2. Procedure details: Similar procedure as described in example 400 was used, starting from 3-hydroxy-tetrahydrofuran and of 1-Chloro-6-methoxy-3-(5-methyl-1H-pyrazol-3-ylamino)-isoquinoline-7-carbonitrile to give 6-Methoxy-3-(5-methyl-1H-pyrazol-3-ylamino)-1-(tetrahydro-furan-3-yloxy)-isoquinoline-7-carbonitrile. LC-MS: m/e 366(MH+). Starting materials: BrC1=C(C2=C(C=C1)[C@@H]1[C@H](N(CCC1)CCC)CO2)OC (trans-8-bromo-7-methoxy-4-propyl-1,2,3,4a,5,10b-hexahydro-4H-[1]-benzopyrano[3,4-b]pyridine), C(CCC)[Li] (n-butyllithium), CN(C=O)C (dimethylformamide). Run in O1CCCC1 (tetrahydrofuran). Conditions: time 10 minute. Yields the product OCC1=C(C2=C(C=C1)[C@@H]1[C@H](N(CCC1)CCC)CO2)OC (trans-8-hydroxymethyl-7-methoxy-4-propyl-1,2,3,4a,5,10b-hexahydro-4H-[1]-benzopyrano[3,4-b]pyridine). Reaction SMILES: Br[C:2]1[CH:7]=[CH:6][C:5]2[C@H:8]3[CH2:13][CH2:12][CH2:11][N:10]([CH2:14][CH2:15][CH3:16])[C@@H:9]3[CH2:17][O:18][C:4]=2[C:3]=1[O:19][CH3:20].C([Li])CCC.CN(C)[CH:28]=[O:29]>O1CCCC1>[OH:29][CH2:28][C:2]1[CH:7]=[CH:6][C:5]2[C@H:8]3[CH2:13][CH2:12][CH2:11][N:10]([CH2:14][CH2:15][CH3:16])[C@@H:9]3[CH2:17][O:18][C:4]=2[C:3]=1[O:19][CH3:20]. Procedure details: A solution of 600 mg of trans-8-bromo-7-methoxy-4-propyl-1,2,3,4a,5,10b-hexahydro-4H-[1]-benzopyrano[3,4-b]pyridine in 10 ml of tetrahydrofuran is treated with 1.68 ml of 2.1M n-butyllithium at -78°. After 10 minutes, 27 ml of dimethylformamide is added. After 30 minutes at 0°, the reaction mixture is poured onto water and the products are extracted with ether. After drying the solvent is removed. The residue is treated with 35 mg of sodium borohydride in 5 ml of methanol. After 10 minutes the s... Product: FC=1C=C(C=CC1OC1=C2C(=NC=C1)C=C(S2)C#CC2CCNCC2)N(C(=O)C2(CC2)C(=O)N)C2=CC=C(C=C2)F (N-(3-fluoro-4-(2-(2-(piperidin-4-yl)ethynyl)thieno[3,2-b]pyridin-7-yloxy)phenyl)-N-(4-fluorophenyl)cyclopropane-1,1-dicarboxamide). Conditions: time 30 minute. Reaction SMILES: [C:1]([C:4]1([C:7]([NH:9][C:10]2[CH:40]=[CH:39][C:13]([O:14][C:15]3[CH:20]=[CH:19][N:18]=[C:17]4[CH:21]=[C:22]([C:24]#[C:25][CH:26]5[CH2:31][CH2:30][N:29](C(OC(C)(C)C)=O)[CH2:28][CH2:27]5)[S:23][C:16]=34)=[C:12]([F:41])[CH:11]=2)=[O:8])[CH2:6][CH2:5]1)(=[O:3])[NH2:2].F[C:43]([F:48])(F)[C:44](O)=O>>[F:41][C:12]1[CH:11]=[C:10]([N:9]([C:4]2[CH:5]=[CH:6][C:43]([F:48])=[CH:44][CH:1]=2)[C:7]([C:4]2([C:1]([NH2:2])=[O:3])[CH2:6][CH2:5]2)=[O:8])[CH:40]=[CH:39][C:13]=1[O:14][C:15]1[CH:20]=[CH:19][N:18]=[C:17]2[CH:21]=[C:22]([C:24]#[C:25][CH:26]3[CH2:31][CH2:30][NH:29][CH2:28][CH2:27]3)[S:23][C:16]=12. Isolated yield 117.6%. Procedure details: A mixture of tert-butyl 4-(2-(7-(4-(1-(carbamoyl)cyclopropanecarboxamido)-2-fluorophenoxy)thieno[3,2-b]pyridin-2-yl)ethynyl)piperidine-1-carboxylate (Example 124, Step B, 20 mg, 0.0297 mmol) and 2,2,2-trifluoroacetic acid (339 mg, 2.97 mmol) were stirred at room temperature for 30 minutes. The reaction was concentrated in vacuo, using toluene to azeotrope (3×5 mL). The residue was partioned between EtOAc (5 mL) and 1:1 water/saturated aqueous NaHCO3 (5 mL). The phases were separated and the aque... The reactants are C(N)(=O)C1(CC1)C(=O)NC1=CC(=C(OC2=C3C(=NC=C2)C=C(S3)C#CC3CCN(CC3)C(=O)OC(C)(C)C)C=C1)F (tert-butyl 4-(2-(7-(4-(1-(carbamoyl)cyclopropane-carboxamido)-2-fluorophenoxy)thieno[3,2-b]pyridin-2-yl)ethynyl)piperidine-1-carboxylate), FC(C(=O)O)(F)F (2,2,2-trifluoroacetic acid). The reactants are O1CCN(CC1)CCOC1=NN(C2=CC=C(C=C12)[N+](=O)[O-])C(=O)OCC (ethyl 3-(2-morpholinoethoxy)-5-nitro-1H-indazole-1-carboxylate), [OH-].[K+] (KOH). The solvent is O (water), CCO (EtOH). Product: [N+](=O)([O-])C=1C=C2C(=NNC2=CC1)OCCN1CCOCC1 (4-(2-((5-nitro-1H-indazol-3-yl)oxy)ethyl)morpholine). Isolated yield 86.0%. As a reaction SMILES: [O:1]1[CH2:6][CH2:5][N:4]([CH2:7][CH2:8][O:9][C:10]2[C:18]3[C:13](=[CH:14][CH:15]=[C:16]([N+:19]([O-:21])=[O:20])[CH:17]=3)[N:12](C(OCC)=O)[N:11]=2)[CH2:3][CH2:2]1.[OH-].[K+]>CCO.O>[N+:19]([C:16]1[CH:17]=[C:18]2[C:13](=[CH:14][CH:15]=1)[NH:12][N:11]=[C:10]2[O:9][CH2:8][CH2:7][N:4]1[CH2:3][CH2:2][O:1][CH2:6][CH2:5]1)([O-:21])=[O:20] |f:1.2|. Procedure: To a solution of the morpholinoethoxy indazole described above (combined with a previous batch made in an identical manner) (309 mg, 0.848 mmol) in EtOH (2.0 mL) was added a solution of KOH (48 mg, 0.848 mmol) in water (1.0 mL) and the reaction mixture maintained at RT for 16 hr. The reaction mixture was then purified directly, without work-up, by SCX capture and release to afford 4-(2-((5-nitro-1H-indazol-3-yl)oxy)ethyl)morpholine as a bright yellow solid (221 mg, 86%); Rt 0.94 min (Method 2, a... The reactants are O (water), BrC=1SC=CN1 (2-bromothiazole), OCC1=C(C=CC=C1)B(O)O ((2-(hydroxymethyl)phenyl)boronic acid), C([O-])([O-])=O.[Na+].[Na+] (sodium carbonate). Product: S1C(=NC=C1)C1=C(C=CC=C1)CO ((2-(thiazol-2-yl)phenyl)methanol). Solvent: O1CCOCC1.O (dioxane water). The reagents and catalysts are C=1C=CC(=CC1)[P](C=2C=CC=CC2)(C=3C=CC=CC3)[Pd]([P](C=4C=CC=CC4)(C=5C=CC=CC5)C=6C=CC=CC6)([P](C=7C=CC=CC7)(C=8C=CC=CC8)C=9C=CC=CC9)[P](C=1C=CC=CC1)(C=1C=CC=CC1)C=1C=CC=CC1 (Pd(PPh3)4). RXN SMILES: Br[C:2]1[S:3][CH:4]=[CH:5][N:6]=1.[OH:7][CH2:8][C:9]1[CH:14]=[CH:13][CH:12]=[CH:11][C:10]=1B(O)O.C(=O)([O-])[O-].[Na+].[Na+].O>O1CCOCC1.O.C1C=CC([P]([Pd]([P](C2C=CC=CC=2)(C2C=CC=CC=2)C2C=CC=CC=2)([P](C2C=CC=CC=2)(C2C=CC=CC=2)C2C=CC=CC=2)[P](C2C=CC=CC=2)(C2C=CC=CC=2)C2C=CC=CC=2)(C2C=CC=CC=2)C2C=CC=CC=2)=CC=1>[S:3]1[CH:4]=[CH:5][N:6]=[C:2]1[C:10]1[CH:11]=[CH:12][CH:13]=[CH:14][C:9]=1[CH2:8][OH:7] |f:2.3.4,6.7,^1:35,37,56,75|. Yield: 83.6%. Procedure: To a stirred solution of 2-bromothiazole (1.0 g, 6.1 mmol) in dioxane/water (20/5 mL) was added (2-(hydroxymethyl)phenyl)boronic acid (1.4 g, 9.1 mmol), sodium carbonate (1.29 g, 12.2 mmol), and Pd(PPh3)4 under nitrogen. The mixture was heated at reflux for 18 h. After cooling to rt, water (50 mL) was added and aqueous was extracted with DCM (3×50 mL). The combined organic layer was dried and evaporated. The residue was purified by column chromatography to yield (2-(thiazol-2-yl)phenyl)methanol ...